Dataset: the Open Reaction Database (ORD), a public repository of structured organic reaction records. Task: describe an organic reaction: reactants, conditions, products, and yield Starting materials: O=S(=O)(c1ccccc1)n1cc(-c2csc(C3CCCN3)n2)c2cc(Br)cnc21, CC(=O)O, C=O, C1CCOC1, [Na+], O=C([O-])O. Product: CN1CCCC1c1nc(-c2cn(S(=O)(=O)c3ccccc3)c3ncc(Br)cc23)cs1. As a reaction SMILES: [Br:1][c:2]1[cH:3][c:4]2[c:5]([n:6][cH:7]1)[n:8]([S:21](=[O:22])(=[O:23])[c:24]1[cH:25][cH:26][cH:27][cH:28][cH:29]1)[cH:9][c:10]2-[c:11]1[n:12][c:13]([CH:16]2[NH:17][CH2:18][CH2:19][CH2:20]2)[s:14][cH:15]1.[C:32]([OH:33])(=[O:34])[CH3:35].[CH2:30]=[O:31].[CH2:41]1[O:42][CH2:43][CH2:44][CH2:45]1.[Na+:40].[O-:36][C:37]([OH:38])=[O:39]>>[Br:1][c:2]1[cH:3][c:4]2[c:5]([n:6][cH:7]1)[n:8]([S:21](=[O:22])(=[O:23])[c:24]1[cH:25][cH:26][cH:27][cH:28][cH:29]1)[cH:9][c:10]2-[c:11]1[n:12][c:13]([CH:16]2[N:17]([CH3:32])[CH2:18][CH2:19][CH2:20]2)[s:14][cH:15]1. Reaction SMILES: N[C:2]1[CH:7]=[CH:6][CH:5]=[CH:4][C:3]=1[C:8]1[CH:13]=[CH:12][C:11]([CH:14]([OH:20])[C:15]([O:17]CC)=[O:16])=[CH:10][CH:9]=1.Cl.N([O-])=[O:23].[Na+]>O>[OH:23][C:10]1[CH:9]=[C:8]([C:3]2[CH:4]=[CH:5][CH:6]=[CH:7][CH:2]=2)[CH:13]=[CH:12][C:11]=1[CH:14]([OH:20])[C:15]([OH:17])=[O:16] |f:2.3|. Reported procedure: To 4.5 g. of ethyl 2'-amino-4-biphenylylglycolate supsension in 125 ml. of 80% hydrochloric acid and cooled to 0°C is added dropwise a solution of 1.2 g. of sodium nitrite in 15 ml. of water. After about 10 min., 200 ml. of 50% hydrochloric acid is added portion wise and stirred for 15 hours. The reaction mixture is then poured onto ice water and extracted with chloroform, dried over sodium sulfate and concentrated in vacuo. The residue is crystallized to obtain 3-hydroxy-4-biphenylylglycolic ac... Reactants: NC1=C(C=CC=C1)C1=CC=C(C=C1)C(C(=O)OCC)O (ethyl 2'-amino-4-biphenylylglycolate), Cl (hydrochloric acid), Cl (hydrochloric acid), N(=O)[O-].[Na+] (sodium nitrite). Solvent: O (water). Reaction conditions: time 10 minute. Product: OC=1C=C(C=CC1C(C(=O)O)O)C1=CC=CC=C1 (3-hydroxy-4-biphenylylglycolic acid). Starting materials: C1=C(C=CC2=CC=CC=C12)CCC(CCC=1C=NC=CC1)=O (5-(2-Naphthyl)-1-(3-pyridyl)-3-pentanone), [BH4-].[Na+] (sodium borohydride), O (Water). Run in C(C)O (ethanol). Run at time 8 hour. Yields the product C1=C(C=CC2=CC=CC=C12)CCC(CCC=1C=NC=CC1)O ((±)-5-(2-Naphthyl)-1-(3-pyridyl)-3-pentanol). Yield: 35.5%. RXN SMILES: [CH:1]1[C:10]2[C:5](=[CH:6][CH:7]=[CH:8][CH:9]=2)[CH:4]=[CH:3][C:2]=1[CH2:11][CH2:12][C:13](=[O:22])[CH2:14][CH2:15][C:16]1[CH:17]=[N:18][CH:19]=[CH:20][CH:21]=1.[BH4-].[Na+].O>C(O)C>[CH:1]1[C:10]2[C:5](=[CH:6][CH:7]=[CH:8][CH:9]=2)[CH:4]=[CH:3][C:2]=1[CH2:11][CH2:12][CH:13]([OH:22])[CH2:14][CH2:15][C:16]1[CH:17]=[N:18][CH:19]=[CH:20][CH:21]=1 |f:1.2|. Procedure: 5-(2-Naphthyl)-1-(3-pyridyl)-3-pentanone (0.327 g) and sodium borohydride were dissolved in ethanol (30 ml) and stirred overnight at room temperature. Water was added to the solution and the mixture extracted with ethyl acetate. The combined extracts were dried over anhydrous magnesium sulfate, filtered and concentrated under reduced pressure. The residue was purified by column chromatography over silica eluting with ethyl acetate:dichloromethane (2:1) to yield the title compound as a white soli... Reported procedure: (R)-tert-butyl 2-(((S)-3-(3-bromopyrazolo[1,5-a]pyrimidin-5-yl)-4-isopropyl-2-oxoimidazolidin-1-yl)methyl)pyrrolidine-1-carboxylate (94 mg, 50%) was prepared by the procedure described in Example 38, Step 1, using (S)-1-(3-bromopyrazolo[1,5-a]pyrimidin-5-yl)-5-isopropylimidazolidin-2-one and (R)-tert-butyl 2-((methylsulfonyloxy)methyl)pyrrolidine-1-carboxylate. The reactants are BrC=1C=NN2C1N=C(C=C2)N2C(NC[C@@H]2C(C)C)=O ((S)-1-(3-bromopyrazolo[1,5-a]pyrimidin-5-yl)-5-isopropylimidazolidin-2-one), CS(=O)(=O)OC[C@@H]1N(CCC1)C(=O)OC(C)(C)C ((R)-tert-butyl 2-((methylsulfonyloxy)methyl)pyrrolidine-1-carboxylate). The product is BrC=1C=NN2C1N=C(C=C2)N2C(N(C[C@@H]2C(C)C)C[C@@H]2N(CCC2)C(=O)OC(C)(C)C)=O ((R)-tert-butyl 2-(((S)-3-(3-bromopyrazolo[1,5-a]pyrimidin-5-yl)-4-isopropyl-2-oxoimidazolidin-1-yl)methyl)pyrrolidine-1-carboxylate). Yield: 50.0%. Reaction SMILES: [Br:1][C:2]1[CH:3]=[N:4][N:5]2[CH:10]=[CH:9][C:8]([N:11]3[C@@H:15]([CH:16]([CH3:18])[CH3:17])[CH2:14][NH:13][C:12]3=[O:19])=[N:7][C:6]=12.CS(O[CH2:25][C@H:26]1[CH2:30][CH2:29][CH2:28][N:27]1[C:31]([O:33][C:34]([CH3:37])([CH3:36])[CH3:35])=[O:32])(=O)=O>>[Br:1][C:2]1[CH:3]=[N:4][N:5]2[CH:10]=[CH:9][C:8]([N:11]3[C@@H:15]([CH:16]([CH3:17])[CH3:18])[CH2:14][N:13]([CH2:25][C@H:26]4[CH2:30][CH2:29][CH2:28][N:27]4[C:31]([O:33][C:34]([CH3:35])([CH3:37])[CH3:36])=[O:32])[C:12]3=[O:19])=[N:7][C:6]=12. Reactants: CC(C)O, Cl, C1COCCN1, CC(=O)c1c(-c2ccccc2)oc2ccccc12. The product is O=C(CCN1CCOCC1)c1c(-c2ccccc2)oc2ccccc12. RXN SMILES: [CH:26]([OH:27])([CH3:28])[CH3:29].[ClH:19].[O:20]1[CH2:21][CH2:22][NH:23][CH2:24][CH2:25]1.[c:1]1(-[c:7]2[o:8][c:9]3[c:10]([c:11]2[C:12]([CH3:13])=[O:14])[cH:15][cH:16][cH:17][cH:18]3)[cH:2][cH:3][cH:4][cH:5][cH:6]1>>[c:1]1(-[c:7]2[o:8][c:9]3[c:10]([c:11]2[C:12]([CH2:13][CH2:26][N:23]2[CH2:22][CH2:21][O:20][CH2:25][CH2:24]2)=[O:14])[cH:15][cH:16][cH:17][cH:18]3)[cH:2][cH:3][cH:4][cH:5][cH:6]1. RXN SMILES: [CH3:22][CH2:23][CH2:24][CH2:25][O-:26].[CH3:27][I:28].[CH3:29][S:30]([CH3:31])=[O:32].[K:21].[OH2:33].[c:1]1([S:7](=[O:8])(=[O:9])[NH:10][c:11]2[cH:12][c:13]3[cH:14][cH:15][cH:16][n:17][c:18]3[cH:19][cH:20]2)[cH:2][cH:3][cH:4][cH:5][cH:6]1>>[c:1]1([S:7](=[O:8])(=[O:9])[N:10]([c:11]2[cH:12][c:13]3[cH:14][cH:15][cH:16][n:17][c:18]3[cH:19][cH:20]2)[CH3:22])[cH:2][cH:3][cH:4][cH:5][cH:6]1. Yields the product CN(c1ccc2ncccc2c1)S(=O)(=O)c1ccccc1. Starting materials: CCCC[O-], CI, CS(C)=O, [K], O, O=S(=O)(Nc1ccc2ncccc2c1)c1ccccc1. Starting materials: FC(C(=O)N1C(CC2=C(C(C1)C)C=C(C(=C2)OCC=C)Br)C)(F)F (N-trifluoroacetyl-7-allyloxy-8-bromo-1,4-dimethyl-2,3,4,5-tetrahydro-1H-3-benzazepine), [OH-].[Na+] (NaOH). Solvent: O (water), CO (methanol). Run at time 3 hour. Product: C(C=C)OC1=CC2=C(C(CNC(C2)C)C)C=C1Br (7-Allyloxy-8-bromo-1,4-dimethyl-2,3,4,5-tetrahydro-1H-3-benzazepine). The yield is 93.4%. As a reaction SMILES: FC(F)(F)C([N:5]1[CH2:11][CH:10]([CH3:12])[C:9]2[CH:13]=[C:14]([Br:21])[C:15]([O:17][CH2:18][CH:19]=[CH2:20])=[CH:16][C:8]=2[CH2:7][CH:6]1[CH3:22])=O.[OH-].[Na+]>CO.O>[CH2:18]([O:17][C:15]1[C:14]([Br:21])=[CH:13][C:9]2[CH:10]([CH3:12])[CH2:11][NH:5][CH:6]([CH3:22])[CH2:7][C:8]=2[CH:16]=1)[CH:19]=[CH2:20] |f:1.2|. Reported procedure: A solution of N-trifluoroacetyl-7-allyloxy-8-bromo-1,4-dimethyl-2,3,4,5-tetrahydro-1H-3-benzazepine (0.028 g, 0.069 mmol) in methanol (2 mL) was treated with 15% aqueous NaOH (2 mL), and stirred for 3 hours at 20 C. The product mixture was diluted with water (10 mL), extracted twice with EtOAc (10 mL), the combined organic phases were washed with brine (10 mL), dried with Na2SO4 and concentrated to give 0.020 g of a clear oil. 1H NMR (400 MHz, CDCl3) d 7.30 (s, 1 H), 6.64 (s, 1 H), 6.06 (m, 1 H)...